From a dataset of the Open Reaction Database (ORD), a public repository of structured organic reaction records. describe an organic reaction: reactants, conditions, products, and yield The reactants are FC1=CC=C(C=C1)CC=1C=C(C(=NC1)C(=O)OCC)NC(C(F)(F)F)=O (ethyl 5-[(4-fluorophenyl)methyl]-3-[(trifluoroacetyl)amino]-2-pyridinecarboxylate), C([O-])([O-])=O.[Cs+].[Cs+] (cesium carbonate), ICCCS(=O)(=O)N1CCCC1 (1-[(3-iodopropyl)sulfonyl]pyrrolidine), C([O-])([O-])=O.[Cs+].[Cs+] (cesium carbonate), ICCCS(=O)(=O)N1CCCC1 (1-[(3-iodopropyl)sulfonyl]pyrrolidine). Run in CN(C=O)C (N,N-dimethylformamide), C1(=CC=CC=C1)C (toluene). Conditions: temperature 80 celsius, time 5 hour. The product is FC1=CC=C(C=C1)CC=1C=C(C(=NC1)C(=O)OCC)NCCCS(=O)(=O)N1CCCC1 (ethyl 5-[(4-fluorophenyl)methyl]-3-{[3-(1-pyrrolidinylsulfonyl)propyl]amino}-2-pyridinecarboxylate). RXN SMILES: [F:1][C:2]1[CH:7]=[CH:6][C:5]([CH2:8][C:9]2[CH:10]=[C:11]([NH:20][C:21](=O)[C:22](F)(F)F)[C:12]([C:15]([O:17][CH2:18][CH3:19])=[O:16])=[N:13][CH:14]=2)=[CH:4][CH:3]=1.C(=O)([O-])[O-].[Cs+].[Cs+].ICC[CH2:36][S:37]([N:40]1[CH2:44][CH2:43][CH2:42][CH2:41]1)(=[O:39])=[O:38]>CN(C)C=O.C1(C)C=CC=CC=1>[F:1][C:2]1[CH:7]=[CH:6][C:5]([CH2:8][C:9]2[CH:10]=[C:11]([NH:20][CH2:21][CH2:22][CH2:36][S:37]([N:40]3[CH2:44][CH2:43][CH2:42][CH2:41]3)(=[O:39])=[O:38])[C:12]([C:15]([O:17][CH2:18][CH3:19])=[O:16])=[N:13][CH:14]=2)=[CH:4][CH:3]=1 |f:1.2.3|. Reported procedure: To a solution of ethyl 5-[(4-fluorophenyl)methyl]-3-[(trifluoroacetyl)amino]-2-pyridinecarboxylate (206 mg, 0.556 mmol) in N,N-dimethylformamide (2 mL) was added cesium carbonate (362 mg, 1.11 mmol) and 1-[(3-iodopropyl)sulfonyl]pyrrolidine (253 mg, 0.834 mmol), respectively. The reaction mixture was stirred at 80° C. for 5 hours, after which additional cesium carbonate (362 mg, 1.11 mmol) and 1-[(3-iodopropyl)sulfonyl]pyrrolidine (253 mg, 0.834 mmol) were added. The reaction mixture was stirred... Reactants: C(C)(=O)C1=[N+](C2=CC=CC=C2[N+](=C1CBr)[O-])[O-] (2-acetyl-3-bromomethylquinoxaline 1,4 dioxide), C(C)(=O)[O-].[K+] (potassium acetate), [I-].[K+] (potassium iodide). Run in CN(C=O)C (N,N-dimethylformamide). Run at time 20 minute. Yields the product C(C)(=O)C1=[N+](C2=CC=CC=C2[N+](=C1COC(C)=O)[O-])[O-] (2-acetyl-3-acetoxymethylquinoxaline 1,4-dioxide). Yield: 76.0%. Reaction SMILES: [C:1]([C:4]1[C:13]([CH2:14]Br)=[N+:12]([O-:16])[C:11]2[C:6](=[CH:7][CH:8]=[CH:9][CH:10]=2)[N+:5]=1[O-:17])(=[O:3])[CH3:2].[C:18]([O-:21])(=[O:20])[CH3:19].[K+].[I-].[K+]>CN(C)C=O>[C:1]([C:4]1[C:13]([CH2:14][O:21][C:18](=[O:20])[CH3:19])=[N+:12]([O-:16])[C:11]2[C:6](=[CH:7][CH:8]=[CH:9][CH:10]=2)[N+:5]=1[O-:17])(=[O:3])[CH3:2] |f:1.2,3.4|. Procedure details: To a stirred slurry of 50.0 g. (0.168 mol.) of 2-acetyl-3-bromomethylquinoxaline 1,4 dioxide in 200 ml. of N,N-dimethylformamide, was added 18.2 g. (0.185 mol.) of potassium acetate, followed by 4.15 g. (0.025 mol.) of finely ground potassium iodide. Stirring was continued for 20 minutes at ambient temperature, and then the reaction mixture was filtered. The dark filtrate was added dropwise to 4,000 ml. of ether, and the solid which precipitated was removed by filtration and discarded. Evaporati... Starting materials: IC1=CC2=C(OCCN2C)C=C1 (6-Iodo-4-methyl-3,4-dihydro-2H-benzo[b][1,4]oxazine), N(=O)[O-].[Na+] (NaNO2). Solvent: C(C)(=O)O (acetic acid). Run at temperature 0 celsius, time 10 minute. The product is CN1C2=C(OCC1)C=CC(=C2)N (4-Methyl-3,4-dihydro-2H-benzo[b][1,4]oxazin-6-amine). RXN SMILES: I[C:2]1[CH:12]=[CH:11][C:5]2[O:6][CH2:7][CH2:8][N:9]([CH3:10])[C:4]=2[CH:3]=1.[N:13]([O-])=O.[Na+]>C(O)(=O)C>[CH3:10][N:9]1[CH2:8][CH2:7][O:6][C:5]2[CH:11]=[CH:12][C:2]([NH2:13])=[CH:3][C:4]1=2 |f:1.2|. Procedure details: 6-Iodo-4-methyl-3,4-dihydro-2H-benzo[b][1,4]oxazine [S12-5]. To solution of S12-4 (2.1 g, 12.8 mmol) in 50 mL of acetic acid cooled in ice bath was added NaNO2 (1.77 g, 26.9 mmol) slowly in portions. The resulting mixture was stirred at 0° C. for 10 min and was added KI (4.24 g, 38.4 mmol) in portions. The reaction mixture was stirred at 0° C. for 30 min, allowed to warm up to rt and stirred for 2 h. The resulting mixture was quenched with 100 mL of water, extracted with ethyl acetate (3×150 mL)... Reactants: C1CCNC1, Cc1nnc2n1-c1ccc(Cl)cc1C(=S)NC2, O. The product is Cc1nnc2n1-c1ccc(Cl)cc1C(N1CCCC1)=NC2. As a reaction SMILES: [CH2:18]1[CH2:19][CH2:20][NH:21][CH2:22]1.[Cl:1][c:2]1[cH:3][cH:4][c:5]2[c:6]([cH:17]1)[C:7](=[S:16])[NH:8][CH2:9][c:10]1[n:11]-2[c:12]([CH3:15])[n:13][n:14]1.[OH2:23]>>[Cl:1][c:2]1[cH:3][cH:4][c:5]2[c:6]([cH:17]1)[C:7]([N:21]1[CH2:20][CH2:19][CH2:18][CH2:22]1)=[N:8][CH2:9][c:10]1[n:11]-2[c:12]([CH3:15])[n:13][n:14]1. Starting materials: COC=1C=C2CCNC(C2=CC1)CC1=CC=C(C=C1)OCC1=CC=CC=C1 (6-methoxy-1-[4-(phenylmethoxy)benzyl]-1,2,3,4-tetrahydroisoquinoline), C1(CCCC1)=O (cyclopentanone). The product is C1(CCCC1)N1C(C2=CC=C(C=C2CC1)OC)CC1=CC=C(C=C1)OCC1=CC=CC=C1 (2-Cyclopentyl-6-methoxy-1-[4-(phenylmethoxy)benzyl]-1,2,3,4-tetrahydroisoquinoline). Isolated yield 83.3%. As a reaction SMILES: [CH3:1][O:2][C:3]1[CH:4]=[C:5]2[C:10](=[CH:11][CH:12]=1)[CH:9]([CH2:13][C:14]1[CH:19]=[CH:18][C:17]([O:20][CH2:21][C:22]3[CH:27]=[CH:26][CH:25]=[CH:24][CH:23]=3)=[CH:16][CH:15]=1)[NH:8][CH2:7][CH2:6]2.[C:28]1(=O)[CH2:32][CH2:31][CH2:30][CH2:29]1>>[CH:28]1([N:8]2[CH2:7][CH2:6][C:5]3[C:10](=[CH:11][CH:12]=[C:3]([O:2][CH3:1])[CH:4]=3)[CH:9]2[CH2:13][C:14]2[CH:19]=[CH:18][C:17]([O:20][CH2:21][C:22]3[CH:27]=[CH:26][CH:25]=[CH:24][CH:23]=3)=[CH:16][CH:15]=2)[CH2:32][CH2:31][CH2:30][CH2:29]1. Procedure details: The title compound was prepared as described in Example 14. C, using 6-methoxy-1-[4-(phenylmethoxy)benzyl]-1,2,3,4-tetrahydroisoquinoline (0.5 g, 1.39 mmol) and cyclopentanone (0.951 g, 11.3 mmol) to provide the title compound (0.495 g, 83% yield): ES-MS (m/z) 428 [M+H]+. Starting materials: Cl, Cl, O=N[O-], Nc1ccc2c(c1)CC1NCCCC21, [Na+], [Na+], [OH-], O, O=S(=O)(O)O. Product: Oc1ccc2c(c1)CC1NCCCC21. RXN SMILES: [ClH:5].[ClH:6].[N:1]([O-:2])=[O:3].[NH:7]1[CH:8]2[CH:9]([CH2:10][CH2:11][CH2:12]1)[c:13]1[cH:14][cH:15][c:16]([NH2:20])[cH:17][c:18]1[CH2:19]2.[Na+:22].[Na+:4].[OH-:21].[OH2:23].[S:24](=[O:25])(=[O:26])([OH:27])[OH:28]>>[NH:7]1[CH:8]2[CH:9]([CH2:10][CH2:11][CH2:12]1)[c:13]1[cH:14][cH:15][c:16]([OH:21])[cH:17][c:18]1[CH2:19]2. The reactants are CO (methanol), C1(=CC=CC=C1)SCC(C#N)CCC#N (2-(phenylthiomethyl)glutaronitrile), Cl (hydrogen chloride). Solvent: C(C)OCC (diethyl ether), O1CCCC1 (tetrahydrofuran). Run at time 48 hour. Yields the product C1(=CC=CC=C1)SCC(CN)CCCN (2-(phenylthiomethyl)pentane-1,5-diamine). RXN SMILES: [C:1]1([S:7][CH2:8][CH:9]([CH2:12][CH2:13][C:14]#[N:15])[C:10]#[N:11])[CH:6]=[CH:5][CH:4]=[CH:3][CH:2]=1.CO.Cl>O1CCCC1.C(OCC)C>[C:1]1([S:7][CH2:8][CH:9]([CH2:12][CH2:13][CH2:14][NH2:15])[CH2:10][NH2:11])[CH:6]=[CH:5][CH:4]=[CH:3][CH:2]=1. Reported procedure: A solution of 2-(phenylthiomethyl)glutaronitrile (3.0 g.) in tetrahydrofuran (30 ml.) was stirred under an argon atmosphere while adding 10M borane-dimethyl sulphide complex (3 ml.), and the mixture was stirred at room temperature for 48 hours. The resulting gelatinous mass was treated with methanol (50 ml.) added over 1 hour and the mixture was stirred until a clear solution was obtained. The solution was acidified with a solution of hydrogen chloride in diethyl ether and then evaporated to dry... Starting materials: CCOC(=O)C (EtOAc), N (ammonia), CC=1C=C(C=C(C1)C)S(=O)C1=C(C#N)C(=CC=C1)F (2-[(3,5-Dimethylphenyl)sulfinyl]-6-fluorobenzonitrile). Run in CO (methanol). Reaction conditions: temperature -78 celsius. Product: NC1=C(C#N)C(=CC=C1)S(=O)C1=CC(=CC(=C1)C)C (2-amino-6-[(3,5-dimethylphenyl)sulfinyl]benzonitrile). Yield: 59.2%. Reaction SMILES: [CH3:1][C:2]1[CH:3]=[C:4]([S:9]([C:11]2[CH:18]=[CH:17][CH:16]=[C:15](F)[C:12]=2[C:13]#[N:14])=[O:10])[CH:5]=[C:6]([CH3:8])[CH:7]=1.[NH3:20].CCOC(C)=O>CO>[NH2:20][C:15]1[CH:16]=[CH:17][CH:18]=[C:11]([S:9]([C:4]2[CH:3]=[C:2]([CH3:1])[CH:7]=[C:6]([CH3:8])[CH:5]=2)=[O:10])[C:12]=1[C:13]#[N:14]. Procedure: 2-[(3,5-Dimethylphenyl)sulfinyl]-6-fluorobenzonitrile (Example 19) (0.4 g, 1.5 mmol) was dissolved in 40 ml of methanol and chilled to -78° C. Condensed ammonia (20 ml, 15.4 g, 905 mmol) was added and the mixture was heated to 150° C. in a sealed Parr bomb for 24 h. Chromatography on silica gel (flash; Hex/EtOAc 1:1) provided 0.24 g (61%) of 2-amino-6-[(3,5-dimethylphenyl)sulfinyl]benzonitrile: mp 190°-191° C.; NMR (Me2SO-d6, 200 MHz) δ 2.32 (s, 6H), 6.48 (br s, 2H), 6.90 (apparent d, 1H), 7.11 ...